This data is from the Open Reaction Database (ORD), a public repository of structured organic reaction records. The task is: describe an organic reaction: reactants, conditions, products, and yield The reactants are CN, COc1ccc(N(C)c2nc(Cl)nc3ccccc23)cc1OC, Cl, Cl, [Na+], [Na+], O=C([O-])[O-]. Yields the product CNc1nc(N(C)c2ccc(OC)c(OC)c2)c2ccccc2n1. As a reaction SMILES: [CH3:26][NH2:27].[Cl:2][c:3]1[n:4][c:5]2[cH:6][cH:7][cH:8][cH:9][c:10]2[c:11]([N:13]([CH3:14])[c:15]2[cH:16][c:17]([O:23][CH3:24])[c:18]([O:21][CH3:22])[cH:19][cH:20]2)[n:12]1.[ClH:1].[ClH:25].[Na+:28].[Na+:29].[O-:30][C:31](=[O:32])[O-:33]>>[c:3]1([NH:27][CH3:26])[n:4][c:5]2[cH:6][cH:7][cH:8][cH:9][c:10]2[c:11]([N:13]([CH3:14])[c:15]2[cH:16][c:17]([O:23][CH3:24])[c:18]([O:21][CH3:22])[cH:19][cH:20]2)[n:12]1. Reactants: CN1CCCC1=O, CCOC(=O)C(C)(C)c1cn2nc(Cl)ccc2n1, [Na+], O, O=C([O-])O, NCCCN1CCC(OC(c2ccccc2)c2ccccc2)CC1. Yields the product CCOC(=O)C(C)(C)c1cn2nc(NCCCN3CCC(OC(c4ccccc4)c4ccccc4)CC3)ccc2n1. Reaction SMILES: [CH3:49][N:50]1[CH2:51][CH2:52][CH2:53][C:54]1=[O:55].[Cl:25][c:26]1[cH:27][cH:28][c:29]2[n:30]([n:31]1)[cH:32][c:33]([C:35]([C:36](=[O:37])[O:38][CH2:39][CH3:40])([CH3:41])[CH3:42])[n:34]2.[Na+:44].[OH2:43].[OH:45][C:46](=[O:47])[O-:48].[c:1]1([CH:7]([O:8][CH:9]2[CH2:10][CH2:11][N:12]([CH2:15][CH2:16][CH2:17][NH2:18])[CH2:13][CH2:14]2)[c:19]2[cH:20][cH:21][cH:22][cH:23][cH:24]2)[cH:2][cH:3][cH:4][cH:5][cH:6]1>>[c:1]1([CH:7]([O:8][CH:9]2[CH2:10][CH2:11][N:12]([CH2:15][CH2:16][CH2:17][NH:18][c:26]3[cH:27][cH:28][c:29]4[n:30]([n:31]3)[cH:32][c:33]([C:35]([C:36](=[O:37])[O:38][CH2:39][CH3:40])([CH3:41])[CH3:42])[n:34]4)[CH2:13][CH2:14]2)[c:19]2[cH:20][cH:21][cH:22][cH:23][cH:24]2)[cH:2][cH:3][cH:4][cH:5][cH:6]1.